From a dataset of the Open Reaction Database (ORD), a public repository of structured organic reaction records. describe an organic reaction: reactants, conditions, products, and yield Reactants: C(C)[C@]12C[C@@H]([C@](C[C@H]2CCC2=CC(=CC=C12)O)(O)C1=CC=CC=C1)O ((2R,3S,4aR,10aR)-4a-Ethyl-2-phenyl-1,2,3,4,4a,9,10,10a-octahydrophenanthrene-2,3,7-triol), Cl.N1=CC(=CC=C1)CCl (3-picolyl chloride hydrochloride). Yields the product C(C)[C@]12C[C@@H]([C@](C[C@H]2CCC2=CC(=CC=C12)OCC=1C=NC=CC1)(O)C1=CC=CC=C1)O ((2R,3S,4aR,10aR)-4a-Ethyl-2-phenyl-7-(pyridin-3-ylmethoxy)-1,2,3,4,4a,9,10,10a-octahydrophenanthrene-2,3-diol). As a reaction SMILES: [CH2:1]([C@:3]12[C:16]3[C:11](=[CH:12][C:13]([OH:17])=[CH:14][CH:15]=3)[CH2:10][CH2:9][C@@H:8]1[CH2:7][C@:6]([C:19]1[CH:24]=[CH:23][CH:22]=[CH:21][CH:20]=1)([OH:18])[C@@H:5]([OH:25])[CH2:4]2)[CH3:2].Cl.[N:27]1[CH:32]=[CH:31][CH:30]=[C:29]([CH2:33]Cl)[CH:28]=1>>[CH2:1]([C@:3]12[C:16]3[C:11](=[CH:12][C:13]([O:17][CH2:33][C:29]4[CH:28]=[N:27][CH:32]=[CH:31][CH:30]=4)=[CH:14][CH:15]=3)[CH2:10][CH2:9][C@@H:8]1[CH2:7][C@:6]([C:19]1[CH:24]=[CH:23][CH:22]=[CH:21][CH:20]=1)([OH:18])[C@@H:5]([OH:25])[CH2:4]2)[CH3:2] |f:1.2|. Procedure: The title compound was prepared starting from the title product of Example 16 and 3-picolyl chloride hydrochloride using a procedure analogous to that outlined for Example 2. Product was isolated by flash chromatography eluting with 25% ethyl acetate in methylene chloride. Mass spectrum: m/e 430 (M+1). Starting materials: N1CCOCC1 (morpholine), C1CCCC2=NC3=CC=CC=C3C(=C12)N (1,2,3,4-Tetrahydro-9-acridinamine), FC1=CC=C(C=O)C=C1 (4-fluorobenzaldehyde). The solvent is C1(=CC=CC=C1)C (toluene). Yields the product FC1=CC=C(C=C1)C=NC=1C2=CC=CC=C2N=C2CCCCC12 (N-[(4-Fluorophenyl)methylene]-1,2,3,4-tetrahydro-9-acridinamine). As a reaction SMILES: [CH2:1]1[C:14]2[C:5](=[N:6][C:7]3[C:12]([C:13]=2[NH2:15])=[CH:11][CH:10]=[CH:9][CH:8]=3)[CH2:4][CH2:3][CH2:2]1.N1CCOCC1.[F:22][C:23]1[CH:30]=[CH:29][C:26]([CH:27]=O)=[CH:25][CH:24]=1>C1(C)C=CC=CC=1>[F:22][C:23]1[CH:30]=[CH:29][C:26]([CH:27]=[N:15][C:13]2[C:12]3[C:7]([N:6]=[C:5]4[C:14]=2[CH2:1][CH2:2][CH2:3][CH2:4]4)=[CH:8][CH:9]=[CH:10][CH:11]=3)=[CH:25][CH:24]=1. Reported procedure: 1,2,3,4-Tetrahydro-9-acridinamine (4.0 g) was refluxed in 400 ml of toluene that contained 3.5 g of morpholine and 3.10 g of 4-fluorobenzaldehyde that had been freshly washed in K2CO3. The reaction mixture was refluxed over two (2) nights and then concentrated, purified by flash chromatography (20% EtOAc/CH2Cl2) and recrystallized from dichloromethane/pentane to give 2.20 g of analytically pure product, m.p. 161°-163° C.